This data is from the Open Reaction Database (ORD), a public repository of structured organic reaction records. The task is: describe an organic reaction: reactants, conditions, products, and yield The reactants are COCCOc1nc(C(=O)O)ccc1C1CC1, CC(C)CC(N)C(N)=O. Yields the product COCCOc1nc(C(=O)NC(CC(C)C)C(N)=O)ccc1C1CC1. Reaction SMILES: [CH:1]1([c:4]2[cH:5][cH:6][c:7]([C:15](=[O:16])[OH:17])[n:8][c:9]2[O:10][CH2:11][CH2:12][O:13][CH3:14])[CH2:2][CH2:3]1.[NH2:18][CH:19]([C:20](=[O:21])[NH2:22])[CH2:23][CH:24]([CH3:25])[CH3:26]>>[CH:1]1([c:4]2[cH:5][cH:6][c:7]([C:15](=[O:17])[NH:18][CH:19]([C:20](=[O:21])[NH2:22])[CH2:23][CH:24]([CH3:25])[CH3:26])[n:8][c:9]2[O:10][CH2:11][CH2:12][O:13][CH3:14])[CH2:2][CH2:3]1. Reactants: C([O-])(O)=O.[Na+] (sodium bicarbonate), NC=1C(=NC(=CC1Br)Br)C#N (3-amino-4,6-dibromo-pyridine-2-carbonitrile), O (Water), O (water). Run in S(O)(O)(=O)=O (sulfuric acid). Reaction conditions: temperature 100 celsius, time 1 hour. The product is NC=1C(=NC(=CC1Br)Br)C(=O)O (3-amino-4,6-dibromo-pyridine-2-carboxylic acid). Reaction SMILES: [NH2:1][C:2]1[C:3](C#N)=[N:4][C:5]([Br:9])=[CH:6][C:7]=1[Br:8].O.[C:13](=[O:16])(O)[O-:14].[Na+]>S(=O)(=O)(O)O>[NH2:1][C:2]1[C:3]([C:13]([OH:14])=[O:16])=[N:4][C:5]([Br:9])=[CH:6][C:7]=1[Br:8] |f:2.3|. Reported procedure: 3-amino-4,6-dibromo-pyridine-2-carbonitrile (158 mg) was dissolved in concentrated sulfuric acid (1.5 mL) and stirred for 1 h at 100° C. The reaction mixture was cooled to room temperature and water (1.5 mL) was slowly added. The reaction mixture was warmed again to 100° C. and stirred at this temperature for 2 h. Water was added after cooling to room temperature, the pH was adjusted to −10 by addition of solid sodium bicarbonate and the aqueous solution was washed 2× with MTB-ether. The aqueous... Reactants: C(=O)(O)[O-].[Na+] (NaHCO3), N(=[N+]=[N-])C1=C(C(=O)O)C=CC=C1C(F)(F)F (2-Azido-3-trifluoromethyl-benzoic acid), N(=[N+]=[N-])C1=C(C(=O)O)C=CC=C1C(F)(F)F (2-Azido-3-trifluoromethyl-benzoic acid), NC1=CC=CC=C1 (aniline). Solvent: O=S(Cl)Cl (SOCl2). Run at temperature 80 celsius, time 1 hour. Yields the product N(=[N+]=[N-])C1=C(C(=O)NC2=CC=CC=C2)C=CC=C1C(F)(F)F (2-azido-N-phenyl-3-trifluoromethyl-benzamide). RXN SMILES: [N:1]([C:4]1[C:12]([C:13]([F:16])([F:15])[F:14])=[CH:11][CH:10]=[CH:9][C:5]=1[C:6]([OH:8])=O)=[N+:2]=[N-:3].[NH2:17][C:18]1[CH:23]=[CH:22][CH:21]=[CH:20][CH:19]=1.C([O-])(O)=O.[Na+]>O=S(Cl)Cl>[N:1]([C:4]1[C:12]([C:13]([F:16])([F:15])[F:14])=[CH:11][CH:10]=[CH:9][C:5]=1[C:6]([NH:17][C:18]1[CH:23]=[CH:22][CH:21]=[CH:20][CH:19]=1)=[O:8])=[N+:2]=[N-:3] |f:2.3|. Procedure: 2-Azido-3-trifluoromethyl-benzoic acid (460 mg, 2 mmol, compound IX) was dissolved in 2 ml of SOCl2 and the reaction mixture was heated at 80° C. for 1 hour. The remaining SOCl2 was evaporated in vacuo and the residue was coevaporated with dry benzene. Dry CH2Cl2 (2 ml) was added followed by a dropwise addition of 200 μl of aniline (2 mmol). The reaction mixture was stirred at room temperature for 1 hour. Saturated aq. NaHCO3 was added and the product was extracted with CH2Cl2. The resulting ami... Starting materials: CCO, CC(=O)c1ccc(Cl)cc1, Cc1nc(NN)cc(-c2ccccc2)n1. The product is CC(=NNc1cc(-c2ccccc2)nc(C)n1)c1ccc(Cl)cc1. Reaction SMILES: [CH3:26][CH2:27][OH:28].[Cl:16][c:17]1[cH:18][cH:19][c:20]([C:23]([CH3:24])=[O:25])[cH:21][cH:22]1.[NH:1]([NH2:2])[c:3]1[n:4][c:5]([CH3:15])[n:6][c:7](-[c:9]2[cH:10][cH:11][cH:12][cH:13][cH:14]2)[cH:8]1>>[NH:1]([N:2]=[C:23]([c:20]1[cH:19][cH:18][c:17]([Cl:16])[cH:22][cH:21]1)[CH3:24])[c:3]1[n:4][c:5]([CH3:15])[n:6][c:7](-[c:9]2[cH:10][cH:11][cH:12][cH:13][cH:14]2)[cH:8]1. Reactants: N[C@H]([C@H](O)C1=CC=C(C=C1)O)C ((1R,2S)-2-amino-1-(4-hydroxyphenyl)-propan-1-ol), BrCCC1=CC(=C(C(=C1)Cl)NCC(=O)OCC)Cl (ethyl N-[4-(2-bromoethyl)-2,6-dichloro-phenyl]aminoacetate), C(C)(C)N(C(C)C)CC (N,N-diisopropylethylamine). The solvent is CN(C=O)C (N,N-dimethylformamide). Conditions: temperature 70 celsius, time 7 hour. Yields the product ClC1=C(C(=CC(=C1)CCN[C@H]([C@@H](C1=CC=C(C=C1)O)O)C)Cl)NCC(=O)OCC (ethyl N-[2,6-dichloro-4-[2-[[(1S, 2R)-2-hydroxy-2-(4-hydroxyphenyl)-1-methylethyl]amino]-ethyl]phenyl]aminoacetate). The yield is 58.6%. As a reaction SMILES: [NH2:1][C@@H:2]([CH3:12])[C@@H:3]([C:5]1[CH:10]=[CH:9][C:8]([OH:11])=[CH:7][CH:6]=1)[OH:4].Br[CH2:14][CH2:15][C:16]1[CH:21]=[C:20]([Cl:22])[C:19]([NH:23][CH2:24][C:25]([O:27][CH2:28][CH3:29])=[O:26])=[C:18]([Cl:30])[CH:17]=1.C(N(CC)C(C)C)(C)C>CN(C)C=O>[Cl:22][C:20]1[CH:21]=[C:16]([CH2:15][CH2:14][NH:1][C@@H:2]([CH3:12])[C@H:3]([OH:4])[C:5]2[CH:10]=[CH:9][C:8]([OH:11])=[CH:7][CH:6]=2)[CH:17]=[C:18]([Cl:30])[C:19]=1[NH:23][CH2:24][C:25]([O:27][CH2:28][CH3:29])=[O:26]. Reported procedure: To a solution of (1R,2S)-2-amino-1-(4-hydroxyphenyl)-propan-1-ol (495 mg) and ethyl N-[4-(2-bromoethyl)-2,6-dichloro-phenyl]aminoacetate (700 mg) in N,N-dimethylformamide (6 ml) was added N,N-diisopropylethylamine (343 μl), and the mixture was stirred for 7 hours at 70° C. The reaction mixture was concentrated in vacuo, and purification of the residue by medium pressure liquid column chromatography on aminopropyl silica gel (eluent: dichloro-methane/ethanol=20/1) gave ethyl N-[2,6-dichloro-4-[2-... The reactants are Cc1c(Br)ccc(C#N)c1F, CC1NC(=O)CC1O[Si](C)(C)C(C)(C)C, O=C([O-])[O-], [Cs+], [Cs+], O=C(C=Cc1ccccc1)C=Cc1ccccc1, O=C(C=Cc1ccccc1)C=Cc1ccccc1, C1COCCO1, O=C(C=Cc1ccccc1)C=Cc1ccccc1, O, [Pd], [Pd], CC1(C)c2cccc(P(c3ccccc3)c3ccccc3)c2Oc2c(P(c3ccccc3)c3ccccc3)cccc21. Yields the product Cc1c(N2C(=O)CC(O[Si](C)(C)C(C)(C)C)C2C)ccc(C#N)c1F. As a reaction SMILES: [Br:1][c:2]1[c:3]([CH3:11])[c:4]([F:10])[c:5]([C:6]#[N:7])[cH:8][cH:9]1.[C:12]([CH3:13])([CH3:14])([CH3:15])[Si:16]([O:17][CH:18]1[CH2:19][C:20](=[O:24])[NH:21][CH:22]1[CH3:23])([CH3:25])[CH3:26].[C:27](=[O:28])([O-:29])[O-:30].[Cs+:31].[Cs+:32].[O:101]=[C:102]([CH:103]=[CH:104][c:105]1[cH:106][cH:107][cH:108][cH:109][cH:110]1)[CH:111]=[CH:112][c:113]1[cH:114][cH:115][cH:116][cH:117][cH:118]1.[O:119]=[C:120]([CH:121]=[CH:122][c:123]1[cH:124][cH:125][cH:126][cH:127][cH:128]1)[CH:129]=[CH:130][c:131]1[cH:132][cH:133][cH:134][cH:135][cH:136]1.[O:75]1[CH2:76][CH2:77][O:78][CH2:79][CH2:80]1.[O:83]=[C:84]([CH:85]=[CH:86][c:87]1[cH:88][cH:89][cH:90][cH:91][cH:92]1)[CH:93]=[CH:94][c:95]1[cH:96][cH:97][cH:98][cH:99][cH:100]1.[OH2:137].[Pd:81].[Pd:82].[c:33]1([P:34]([c:35]2[cH:36][cH:37][cH:38][cH:39][cH:40]2)[c:41]2[c:42]3[c:66]([cH:67][cH:68][cH:69]2)[C:63]([CH3:64])([CH3:65])[c:45]2[c:44]([c:49]([P:50]([c:51]4[cH:52][cH:53][cH:54][cH:55][cH:56]4)[c:57]4[cH:58][cH:59][cH:60][cH:61][cH:62]4)[cH:48][cH:47][cH:46]2)[O:43]3)[cH:70][cH:71][cH:72][cH:73][cH:74]1>>[c:2]1([N:21]2[C:20](=[O:24])[CH2:19][CH:18]([O:17][Si:16]([C:12]([CH3:13])([CH3:14])[CH3:15])([CH3:25])[CH3:26])[CH:22]2[CH3:23])[c:3]([CH3:11])[c:4]([F:10])[c:5]([C:6]#[N:7])[cH:8][cH:9]1. The reactants are O=C(O)Cc1ccc2c(c1)C(=O)c1ccccc1CO2, Cc1ccc2cccc(N)c2n1. Reagents/catalysts: [B-](F)(F)(F)F.CN(C)C(=[N+](C)C)ON1C2=CC=CC=C2N=N1 (TBTU), CCN(C(C)C)C(C)C (DIPEA). Solvent: CN(C)C=O (DMF), CN(C)C=O (DMF), CN(C)C=O (DMF), CN(C)C=O (DMF), CN(C)C=O (DMF), CN(C)C=O (DMF). Reaction conditions: temperature 25 celsius, time 2 hour. The product is Cc1ccc2cccc(NC(=O)Cc3ccc4c(c3)C(=O)c3ccccc3CO4)c2n1. The yield is 59.7%. RXN SMILES: Cc1ccc2cccc(N)c2n1.O=C(O)Cc1ccc2c(c1)C(=O)c1ccccc1CO2.[B-](F)(F)(F)F.CN(C)C(=[N+](C)C)ON1C2=CC=CC=C2N=N1.CCN(C(C)C)C(C)C.CN(C)C=O>>Cc1ccc2cccc(NC(=O)Cc3ccc4c(c3)C(=O)c3ccccc3CO4)c2n1.